Dataset: the Open Reaction Database (ORD), a public repository of structured organic reaction records. Task: describe an organic reaction: reactants, conditions, products, and yield Reactants: BrC1=CC(=C(C=C1)C1=CN=C(O1)C)F (5-(4-bromo-2-fluorophenyl)-2-methyl-1,3-oxazole), C[O-].[Na+] (sodium methoxide). Solvent: CN(C)C=O (DMF), O (water). Run at temperature 80 celsius, time 2 hour. Yields the product BrC1=CC(=C(C=C1)C1=CN=C(O1)C)OC (5-(4-bromo-2-methoxyphenyl)-2-methyl-1,3-oxazole). The yield is 99.3%. As a reaction SMILES: [Br:1][C:2]1[CH:7]=[CH:6][C:5]([C:8]2[O:12][C:11]([CH3:13])=[N:10][CH:9]=2)=[C:4](F)[CH:3]=1.[CH3:15][O-:16].[Na+]>CN(C=O)C.O>[Br:1][C:2]1[CH:7]=[CH:6][C:5]([C:8]2[O:12][C:11]([CH3:13])=[N:10][CH:9]=2)=[C:4]([O:16][CH3:15])[CH:3]=1 |f:1.2|. Procedure: To a mixture of 5-(4-bromo-2-fluorophenyl)-2-methyl-1,3-oxazole (10 g) in DMF (80 mL) was added sodium methoxide (28% methanol solution, 11.3 g) at 0° C., and the mixture was stirred at 80° C. for 2 hr under a nitrogen atmosphere. The reaction mixture was cooled to 0° C., and diluted with water, and the resultant solid was collected by filtration to give the title compound (10.4 g).